Dataset: the Open Reaction Database (ORD), a public repository of structured organic reaction records. Task: describe an organic reaction: reactants, conditions, products, and yield Starting materials: C(C)(C)(C)OC(=O)N1CCC(CC1)C1=C(C=CC(=C1)F)OS(=O)(=O)C(F)(F)F (4-(5-fluoro-2-trifluoromethanesulfonyloxyphenyl)piperidine-1-carboxylic acid t-butyl ester), CC1(OB(OC1(C)C)C1=CC(CC(C1)(C)C)(C)C)C (4,4,5,5-tetramethyl-2-(3,3,5,5-tetramethylcyclohex-1-enyl)[1,3,2]dioxaborolane), COCCOC (1,2-dimethoxyethane), aqueous solution, C([O-])([O-])=O.[Na+].[Na+] (sodium carbonate). Reagents/catalysts: C=1C=CC(=CC1)[P](C=2C=CC=CC2)(C=3C=CC=CC3)[Pd]([P](C=4C=CC=CC4)(C=5C=CC=CC5)C=6C=CC=CC6)([P](C=7C=CC=CC7)(C=8C=CC=CC8)C=9C=CC=CC9)[P](C=1C=CC=CC1)(C=1C=CC=CC1)C=1C=CC=CC1 (tetrakis(triphenylphosphine)palladium(0)). The solvent is C(C)(=O)OCC (ethyl acetate), [Cl-].[Na+].O (Brine). Run at temperature 90 celsius, time 30 minute. Yields the product C(C)(C)(C)OC(=O)N1CCC(CC1)C1=C(C=CC(=C1)F)C1=CC(CC(C1)(C)C)(C)C (4-[5-Fluoro-2-(3,3,5,5-tetramethylcyclohex-1-enyl)phenyl]piperidine-1-carboxylic acid t-butyl ester). Isolated yield 48.3%. Reaction SMILES: [C:1]([O:5][C:6]([N:8]1[CH2:13][CH2:12][CH:11]([C:14]2[CH:19]=[C:18]([F:20])[CH:17]=[CH:16][C:15]=2OS(C(F)(F)F)(=O)=O)[CH2:10][CH2:9]1)=[O:7])([CH3:4])([CH3:3])[CH3:2].CC1(C)C(C)(C)OB([C:37]2[CH2:42][C:41]([CH3:44])([CH3:43])[CH2:40][C:39]([CH3:46])([CH3:45])[CH:38]=2)O1.COCCOC.C(=O)([O-])[O-].[Na+].[Na+]>[Cl-].[Na+].O.C1C=CC([P]([Pd]([P](C2C=CC=CC=2)(C2C=CC=CC=2)C2C=CC=CC=2)([P](C2C=CC=CC=2)(C2C=CC=CC=2)C2C=CC=CC=2)[P](C2C=CC=CC=2)(C2C=CC=CC=2)C2C=CC=CC=2)(C2C=CC=CC=2)C2C=CC=CC=2)=CC=1.C(OCC)(=O)C>[C:1]([O:5][C:6]([N:8]1[CH2:9][CH2:10][CH:11]([C:14]2[CH:19]=[C:18]([F:20])[CH:17]=[CH:16][C:15]=2[C:37]2[CH2:42][C:41]([CH3:44])([CH3:43])[CH2:40][C:39]([CH3:46])([CH3:45])[CH:38]=2)[CH2:12][CH2:13]1)=[O:7])([CH3:2])([CH3:3])[CH3:4] |f:3.4.5,6.7.8,^1:66,68,87,106|. Procedure: To a mixture of 4-(5-fluoro-2-trifluoromethanesulfonyloxyphenyl)piperidine-1-carboxylic acid t-butyl ester (523 mg, 1.22 mmol) produced in Example (106e), 4,4,5,5-tetramethyl-2-(3,3,5,5-tetramethylcyclohex-1-enyl)[1,3,2]dioxaborolane (387 mg, 1.46 mmol) produced in Example (4b) and 1,2-dimethoxyethane (10 mL) were added tetrakis(triphenylphosphine)palladium(0) (71 mg, 0.06 mmol) and 2N aqueous solution of sodium carbonate (1.83 ml, 3.66 mmol), followed by stirring for 1 hour and 30 minutes at an... Starting materials: [O-2].[Zn+2] (zinc oxide), O (water), C(CCCCCCCCCCCCCCCCC)OCCOCCO (n-octadecyloxyethoxyethyl alcohol), P12(=S)SP3(=S)SP(=S)(S1)SP(=S)(S2)S3 (phosphorus pentasulfide), [O-2].[Zn+2] (zinc oxide), [O-2].[Zn+2] (zinc oxide), O (water), C(CCCCCCCCCCCCCCCCC)OCCOCCOP(S)(OCCOCCOCCCCCCCCCCCCCCCCCC)=S (di(n-octadecyloxyethoxyethyl) dithiophosphoric acid). The solvent is C1=CC=CC=C1 (benzene). Reaction conditions: time 30 minute. The product is C(CCCCCCCCCCCCCCCCC)OCCOCCS(=P([S-])([O-])[O-])CCOCCOCCCCCCCCCCCCCCCCCC.C(CCCCCCCCCCCCCCCCC)OCCOCCS(=P([S-])([O-])[O-])CCOCCOCCCCCCCCCCCCCCCCCC.[Zn+2].[Zn+2].[Zn+2] (Zinc bis[di(n-octadecyloxyethoxyethyl)dithiophosphate]). Reaction SMILES: [CH2:1]([O:19][CH2:20][CH2:21][O:22][CH2:23][CH2:24]O)[CH2:2][CH2:3][CH2:4][CH2:5][CH2:6][CH2:7][CH2:8][CH2:9][CH2:10][CH2:11][CH2:12][CH2:13][CH2:14][CH2:15][CH2:16][CH2:17][CH3:18].[P:26]12([S:38]P3(SP(SP(S3)(S1)=S)(=S)S2)=S)=[S:27].[CH2:40]([O:58][CH2:59][CH2:60][O:61][CH2:62][CH2:63]OP(=S)(O[CH2:68][CH2:69][O:70][CH2:71][CH2:72][O:73][CH2:74][CH2:75][CH2:76][CH2:77][CH2:78][CH2:79][CH2:80][CH2:81][CH2:82][CH2:83][CH2:84][CH2:85][CH2:86][CH2:87][CH2:88][CH2:89][CH2:90][CH3:91])S)[CH2:41][CH2:42][CH2:43][CH2:44][CH2:45][CH2:46][CH2:47][CH2:48][CH2:49][CH2:50][CH2:51][CH2:52][CH2:53][CH2:54][CH2:55][CH2:56][CH3:57].[O-2:93].[Zn+2:94].[OH2:95]>C1C=CC=CC=1>[CH2:40]([O:58][CH2:59][CH2:60][O:61][CH2:62][CH2:63][S:27]([CH2:24][CH2:23][O:22][CH2:21][CH2:20][O:19][CH2:1][CH2:2][CH2:3][CH2:4][CH2:5][CH2:6][CH2:7][CH2:8][CH2:9][CH2:10][CH2:11][CH2:12][CH2:13][CH2:14][CH2:15][CH2:16][CH2:17][CH3:18])=[P:26]([O-:95])([O-:93])[S-:38])[CH2:41][CH2:42][CH2:43][CH2:44][CH2:45][CH2:46][CH2:47][CH2:48][CH2:49][CH2:50][CH2:51][CH2:52][CH2:53][CH2:54][CH2:55][CH2:56][CH3:57].[CH2:74]([O:73][CH2:72][CH2:71][O:70][CH2:69][CH2:68][S:27]([CH2:24][CH2:23][O:22][CH2:21][CH2:20][O:19][CH2:1][CH2:2][CH2:3][CH2:4][CH2:5][CH2:6][CH2:7][CH2:8][CH2:9][CH2:10][CH2:11][CH2:12][CH2:13][CH2:14][CH2:15][CH2:16][CH2:17][CH3:18])=[P:26]([O-:95])([O-:93])[S-:38])[CH2:75][CH2:76][CH2:77][CH2:78][CH2:79][CH2:80][CH2:81][CH2:82][CH2:83][CH2:84][CH2:85][CH2:86][CH2:87][CH2:88][CH2:89][CH2:90][CH3:91].[Zn+2:94].[Zn+2:94].[Zn+2:94] |f:3.4,7.8.9.10.11|. Procedure details: Zinc bis[di(n-octadecyloxyethoxyethyl)dithiophosphate] was prepared as follows: 358 grams (1 mole) of n-octadecyloxyethoxyethyl alcohol was reacted with 56 grams (0.25 mole) of phosphorus pentasulfide in 500 ml of benzene solvent. The reaction took place at 160° F. for a period of two hours. The product, di(n-octadecyloxyethoxyethyl) dithiophosphoric acid was then neutralized with 22 grams (0.27 mole) of zinc oxide. The zinc oxide was made into a paste with water before addition of the foregoing...